The task is: describe an organic reaction: reactants, conditions, products, and yield. This data is from the Open Reaction Database (ORD), a public repository of structured organic reaction records. The reactants are C1=CC=C2C(=C1)C3=NC=CC4=C3C(=NC=C4Br)C2=O (4-bromosampangine), [N-]=[N+]=[N-].[Na+] (sodium azide). The solvent is CC(=O)C (acetone), O (H2O). Run at temperature 10 celsius, time 30 minute. Product: C1=CC=C2C(=C1)C3=NC=CC4=C3C(=NC=C4N)C2=O (4-aminosampangine). Isolated yield 91.0%. Reaction SMILES: [CH:1]1[CH:6]=[C:5]2[C:7]3[C:12]4[C:13]([C:18](=[O:19])[C:4]2=[CH:3][CH:2]=1)=[N:14][CH:15]=[C:16](Br)[C:11]=4[CH:10]=[CH:9][N:8]=3.[N-:20]=[N+]=[N-].[Na+]>CC(C)=O.O>[CH:1]1[CH:6]=[C:5]2[C:7]3[C:12]4[C:13]([C:18](=[O:19])[C:4]2=[CH:3][CH:2]=1)=[N:14][CH:15]=[C:16]([NH2:20])[C:11]=4[CH:10]=[CH:9][N:8]=3 |f:1.2|. Reported procedure: A mixture of 4-bromosampangine (622 mg, 2.0 mmol) in acetone (40 mL) and sodium azide (1.30 g, 20.0 mmol) in H2O (10 mL) was heated at reflux for 1 h. The acetone was then removed by evaporation, MeOH (40 mL) added, and the mixture transferred to a three necked flask and cooled to 10° C. Piperidine (2 drops) was added and a stream of hydrogen sulfide bubbled through the reaction. After 30 min, the temperature was allowed to rise to 23° C. and the reaction continued for an additional 30 min. The ... Starting materials: ClC=1C=C(C=CC1Cl)C(C(=O)NCCC1=CC(=C(C=C1)OCC#CCC)OC)=O (2-(3,4-dichloro-phenyl)-N-[2-(3-methoxy-4-pent-2-ynyloxy-phenyl)-ethyl]-2-oxo-acetamide), C[Si](N(S(=O)(=O)C)[Si](C)(C)C)(C)C (N,N-bis(trimethyl-silyl) methanesulfonamide). Reagents/catalysts: [Br-].C(CCC)[N+](CCCC)(CCCC)CCCC (tetrabutylammonium bromide). Solvent: C1CCOC1 (THF), C(C)(=O)OCC (ethyl acetate). Yields the product ClC=1C=C(C=CC1Cl)C(C(=O)NCCC1=CC(=C(C=C1)OCC#CCC)OC)=NSC (2-(3,4-dichloro-phenyl)-2-methylthioimino-N-[2-(3-methoxy-4-pent-2-ynyloxy-phenyl)-ethyl]-acetamide). Isolated yield 70.1%. As a reaction SMILES: [Cl:1][C:2]1[CH:3]=[C:4]([C:9](=O)[C:10]([NH:12][CH2:13][CH2:14][C:15]2[CH:20]=[CH:19][C:18]([O:21][CH2:22][C:23]#[C:24][CH2:25][CH3:26])=[C:17]([O:27][CH3:28])[CH:16]=2)=[O:11])[CH:5]=[CH:6][C:7]=1[Cl:8].C[Si](C)(C)[N:32]([Si](C)(C)C)[S:33]([CH3:36])(=O)=O>C1COCC1.[Br-].C([N+](CCCC)(CCCC)CCCC)CCC.C(OCC)(=O)C>[Cl:1][C:2]1[CH:3]=[C:4]([C:9](=[N:32][S:33][CH3:36])[C:10]([NH:12][CH2:13][CH2:14][C:15]2[CH:20]=[CH:19][C:18]([O:21][CH2:22][C:23]#[C:24][CH2:25][CH3:26])=[C:17]([O:27][CH3:28])[CH:16]=2)=[O:11])[CH:5]=[CH:6][C:7]=1[Cl:8] |f:3.4|. Procedure details: To a solution of 1.7 g (3.9 mmol) 2-(3,4-dichloro-phenyl)-N-[2-(3-methoxy-4-pent-2-ynyloxy-phenyl)-ethyl]-2-oxo-acetamide in 32 ml THF, 3.0 g (14.0 mmol) N,N-bis(trimethyl-silyl) methanesulfonamide and 0.1 g (0.32 mmol) tetrabutylammonium bromide (TBAF) are added. The mixture is heated at +70° C. for 7 hours. After cooling, the mixture is diluted with ethyl acetate and washed twice with water. After evaporation of the organic phase the residue is purified by flash-chromatography (ethyl acetate 2... Reactants: ClC(COC(=O)C1N2CC(CC1CC2)=NN(C2=CC=CC=C2)C2=CC=CC=C2)(Cl)Cl (5-(2,2-diphenylhydrazono)-1,3-ethanopiperidine-2-carboxylic acid-2,2,2-trichloroethylester). Reagents/catalysts: [Zn] (Zinc). Solvent: C(C)(=O)O (acetic acid). Reaction conditions: time 45 minute. The product is C1(=CC=CC=C1)N(N=C1CC2CN(C1)CC2)C2=CC=CC=C2 (5-(2,2-Diphenylhydrazono)-1,3-ethanopiperidine). RXN SMILES: ClC(Cl)(Cl)COC([CH:7]1[CH:12]2[CH2:13][CH2:14][N:8]1[CH2:9][C:10](=[N:15][N:16]([C:23]1[CH:28]=[CH:27][CH:26]=[CH:25][CH:24]=1)[C:17]1[CH:22]=[CH:21][CH:20]=[CH:19][CH:18]=1)[CH2:11]2)=O>C(O)(=O)C.[Zn]>[C:23]1([N:16]([C:17]2[CH:22]=[CH:21][CH:20]=[CH:19][CH:18]=2)[N:15]=[C:10]2[CH2:9][N:8]3[CH2:14][CH2:13][CH:12]([CH2:7]3)[CH2:11]2)[CH:28]=[CH:27][CH:26]=[CH:25][CH:24]=1. Procedure details: Zinc dust (90.0 g) is added in small portions to a well-stirred mixture of 5-(2,2-diphenylhydrazono)-1,3-ethanopiperidine-2-carboxylic acid-2,2,2-trichloroethylester in 300 ml of glacial acetic acid, maintaining the reaction temperature between 40° C.-60° C. with external cooling when necessary. Upon completion of the addition, stirring is continued at ambient temperature for 45 minutes. The insoluble material is filtered and the resulting clear yellow filtrate contains the desired product and c... Reactants: IC1=C(C=CC=C1)NC(C)=O (N-(2-iodophenyl)acetamide), C1(CC1)C#C (cyclopropylacetylene). The reagents and catalysts are Cl[Pd]([P](C1=CC=CC=C1)(C2=CC=CC=C2)C3=CC=CC=C3)([P](C4=CC=CC=C4)(C5=CC=CC=C5)C6=CC=CC=C6)Cl (bis(triphenylphosphine)palladium(II) chloride), [Cu]I (copper(I) iodide). The solvent is O1CCOCC1 (dioxane), CN(C(=N)N(C)C)C (1,1,3,3-tetramethylguanidine), CN(C(=N)N(C)C)C (1,1,3,3-tetramethylguanidine), O1CCOCC1 (Dioxane). Conditions: temperature 80 celsius, time 8 hour. Product: C1(CC1)C=1NC2=CC=CC=C2C1 (2-Cyclopropyl-1H-indole). Reaction SMILES: I[C:2]1[CH:7]=[CH:6][CH:5]=[CH:4][C:3]=1[NH:8][C:9](=O)[CH3:10].[CH:12]1(C#C)[CH2:14][CH2:13]1>O1CCOCC1.CN(C)C(N(C)C)=N.Cl[Pd](Cl)([P](C1C=CC=CC=1)(C1C=CC=CC=1)C1C=CC=CC=1)[P](C1C=CC=CC=1)(C1C=CC=CC=1)C1C=CC=CC=1.[Cu]I>[CH:12]1([C:9]2[NH:8][C:3]3[C:4]([CH:10]=2)=[CH:5][CH:6]=[CH:7][CH:2]=3)[CH2:14][CH2:13]1 |^1:33,52|. Procedure: To a solution of N-(2-iodophenyl)acetamide (100 mg, 0.38 mmol) in dioxane (750 mL) and 1,1,3,3-tetramethylguanidine (750 mL) was added cyclopropylacetylene (41 mL, 0.49 mmol), bis(triphenylphosphine)palladium(II) chloride (35 mg, 0.05 mmol), and copper(I) iodide (10 mg, 0.05 mmol). The reaction was stirred overnight at 80° C. The solution was cooled and partitioned between water and methylene chloride. The organic layer was dried (MgSO4) and concentrated to give the uncyclized Sonagashira coupli... The reactants are CN1CCCC1=O, COC(=O)c1cccc2c1nc(Cl)c1ccncc12, Nc1cccc(Cl)c1, O. The product is COC(=O)c1cccc2c1nc(Nc1cccc(Cl)c1)c1ccncc12. RXN SMILES: [CH3:29][N:30]1[CH2:31][CH2:32][CH2:33][C:34]1=[O:35].[Cl:1][c:2]1[n:3][c:4]2[c:5]([c:6]3[cH:7][n:8][cH:9][cH:10][c:11]13)[cH:12][cH:13][cH:14][c:15]2[C:16](=[O:17])[O:18][CH3:19].[Cl:20][c:21]1[cH:22][c:23]([NH2:24])[cH:25][cH:26][cH:27]1.[OH2:28]>>[c:2]1([NH:24][c:23]2[cH:22][c:21]([Cl:20])[cH:27][cH:26][cH:25]2)[n:3][c:4]2[c:5]([c:6]3[cH:7][n:8][cH:9][cH:10][c:11]13)[cH:12][cH:13][cH:14][c:15]2[C:16](=[O:17])[O:18][CH3:19]. Starting materials: C(C)OC(CSC1=CN=C(S1)NC(=O)N(CC1CC1)C1=CC(=CC=C1)NC(C)=O)=O ({2-[3-(3-acetylamino-phenyl)-3-cyclopropylmethyl-ureido]-thiazol-5-ylsulfanyl}-acetic acid ethyl ester), C1(CC1)C=O (cyclopropanecarboxaldehyde), C(C)OC(CSC1=CN=C(S1)N)=O ((2-amino-thiazol-5-ylsulfanyl)acetic acid ethyl ester), C1(CCCC1)CN(C(NC=1SC=C(N1)CC(=O)O)=O)C1=CC(=C(C=C1)F)F ({2-[3-cyclopentylmethyl-3-(3,4-difluoro-phenyl)-ureido]-thiazol-4-yl}-acetic acid), NC=1C=C(C=CC1)NC(C)=O (N-(3-amino-phenyl)-acetamide). The product is C(C)(=O)NC=1C=C(C=CC1)N(C(NC=1SC(=CN1)SCC(=O)O)=O)CC1CC1 ({2-[3-(3-Acetylamino-phenyl)-3-cyclopropylmethyl-ureido]-thiazol-5-ylsulfanyl}-acetic acid). As a reaction SMILES: C([O:3][C:4](=[O:30])[CH2:5][S:6][C:7]1[S:11][C:10]([NH:12][C:13]([N:15]([C:20]2[CH:25]=[CH:24][CH:23]=[C:22]([NH:26][C:27](=[O:29])[CH3:28])[CH:21]=2)[CH2:16][CH:17]2[CH2:19][CH2:18]2)=[O:14])=[N:9][CH:8]=1)C.C1(CN(C2C=CC(F)=C(F)C=2)C(=O)NC2SC=C(CC(O)=O)N=2)CCCC1.NC1C=C(NC(=O)C)C=CC=1.C1(C=O)CC1.C(OC(=O)CSC1SC(N)=NC=1)C>>[C:27]([NH:26][C:22]1[CH:21]=[C:20]([N:15]([CH2:16][CH:17]2[CH2:18][CH2:19]2)[C:13](=[O:14])[NH:12][C:10]2[S:11][C:7]([S:6][CH2:5][C:4]([OH:30])=[O:3])=[CH:8][N:9]=2)[CH:25]=[CH:24][CH:23]=1)(=[O:29])[CH3:28]. Reported procedure: The title compound was prepared via {2-[3-(3-acetylamino-phenyl)-3-cyclopropylmethyl-ureido]-thiazol-5-ylsulfanyl}-acetic acid ethyl ester in a similar manner as described for the synthesis of {2-[3-cyclopentylmethyl-3-(3,4-difluoro-phenyl)-ureido]-thiazol-4-yl}-acetic acid, using N-(3-amino-phenyl)-acetamide, cyclopropanecarboxaldehyde and (2-amino-thiazol-5-ylsulfanyl)acetic acid ethyl ester. The reactants are CC1CN(c2ccc3ccccc3n2)CC(C)N1, O=C(NCC(F)(F)F)C1(CCCCBr)c2ccccc2-c2ccccc21. Product: CC1CN(c2ccc3ccccc3n2)CC(C)N1CCCCC1(C(=O)NCC(F)(F)F)c2ccccc2-c2ccccc21. As a reaction SMILES: [CH3:27][CH:28]1[CH2:29][N:30]([c:35]2[n:36][c:37]3[cH:38][cH:39][cH:40][cH:41][c:42]3[cH:43][cH:44]2)[CH2:31][CH:32]([CH3:34])[NH:33]1.[F:1][C:2]([CH2:3][NH:4][C:5](=[O:6])[C:7]1([CH2:20][CH2:21][CH2:22][CH2:23][Br:24])[c:8]2[cH:9][cH:10][cH:11][cH:12][c:13]2-[c:14]2[cH:15][cH:16][cH:17][cH:18][c:19]21)([F:25])[F:26]>>[F:1][C:2]([CH2:3][NH:4][C:5](=[O:6])[C:7]1([CH2:20][CH2:21][CH2:22][CH2:23][N:33]2[CH:28]([CH3:27])[CH2:29][N:30]([c:35]3[n:36][c:37]4[cH:38][cH:39][cH:40][cH:41][c:42]4[cH:43][cH:44]3)[CH2:31][CH:32]2[CH3:34])[c:8]2[cH:9][cH:10][cH:11][cH:12][c:13]2-[c:14]2[cH:15][cH:16][cH:17][cH:18][c:19]21)([F:25])[F:26].